Dataset: the Open Reaction Database (ORD), a public repository of structured organic reaction records. Task: describe an organic reaction: reactants, conditions, products, and yield The reactants are N(=NC(=O)OC(C)C)C(=O)OC(C)C (Diisopropyl azodicarboxylate), OC1CCN(CC1)C(=O)OC(C)(C)C (tert-Butyl 4-hydroxypiperidine-1-carboxylate), C1(=CC=CC=C1)P(C1=CC=CC=C1)C1=CC=CC=C1 (triphenylphosphine), OC1=CC=NC=C1 (4-hydroxypyridine), C([O-])(O)=O.[Na+] (sodium bicarbonate). Solvent: O1CCCC1 (tetrahydrofuran). Reaction conditions: temperature 55 celsius, time 15 hour. Yields the product N1=CC=C(C=C1)OC1CCN(CC1)C(=O)OC(C)(C)C (tert-Butyl 4-(pyridin-4-yloxy)piperidine-1-carboxylate). RXN SMILES: [OH:1][CH:2]1[CH2:7][CH2:6][N:5]([C:8]([O:10][C:11]([CH3:14])([CH3:13])[CH3:12])=[O:9])[CH2:4][CH2:3]1.C1(P(C2C=CC=CC=2)C2C=CC=CC=2)C=CC=CC=1.O[C:35]1[CH:40]=[CH:39][N:38]=[CH:37][CH:36]=1.N(C(OC(C)C)=O)=NC(OC(C)C)=O.C(=O)(O)[O-].[Na+]>O1CCCC1>[N:38]1[CH:39]=[CH:40][C:35]([O:1][CH:2]2[CH2:3][CH2:4][N:5]([C:8]([O:10][C:11]([CH3:14])([CH3:13])[CH3:12])=[O:9])[CH2:6][CH2:7]2)=[CH:36][CH:37]=1 |f:4.5|. Reported procedure: tert-Butyl 4-hydroxypiperidine-1-carboxylate (6.348 g, 31.546 mmol) and triphenylphosphine (10.256 g, 39.432 mmol) were added to a solution of 4-hydroxypyridine (3 g, 31.456 mmol) in tetrahydrofuran (50 ml) at room temperature. Diisopropyl azodicarboxylate (7.66 ml, 39.432 mmol) was subsequently added dropwise and the mixture was then stirred at 55° C. for 15 h. Saturated sodium bicarbonate solution (50 ml) was added to the reaction mixture and the mixture was extracted with ethyl acetate (4×80 ... Starting materials: NC1=C(C=C(C=C1)N1CCN(CC1)C(C)=O)OC (1-(4-(4-amino-3-methoxyphenyl)piperazin-1-yl)ethanone), ClC1=NC=C(C(=N1)Cl)Cl (2,4,5-trichloropyrimidine), C([O-])([O-])=O.[K+].[K+] (potassium carbonate). Solvent: CN(C=O)C (dimethylformamide). Run at temperature 80 celsius, time 8 hour. Yields the product ClC1=NC=C(C(=N1)NC1=C(C=C(C=C1)N1CCN(CC1)C(C)=O)OC)Cl (1-(4-(4-(2,5-dichloropyrimidin-4-ylamino)-3-methoxyphenyl)piperazin-1-yl)ethanone). As a reaction SMILES: [NH2:1][C:2]1[CH:7]=[CH:6][C:5]([N:8]2[CH2:13][CH2:12][N:11]([C:14](=[O:16])[CH3:15])[CH2:10][CH2:9]2)=[CH:4][C:3]=1[O:17][CH3:18].[Cl:19][C:20]1[N:25]=[C:24](Cl)[C:23]([Cl:27])=[CH:22][N:21]=1.C(=O)([O-])[O-].[K+].[K+]>CN(C)C=O>[Cl:19][C:20]1[N:25]=[C:24]([NH:1][C:2]2[CH:7]=[CH:6][C:5]([N:8]3[CH2:13][CH2:12][N:11]([C:14](=[O:16])[CH3:15])[CH2:10][CH2:9]3)=[CH:4][C:3]=2[O:17][CH3:18])[C:23]([Cl:27])=[CH:22][N:21]=1 |f:2.3.4|. Procedure details: 1-(4-(4-amino-3-methoxyphenyl)piperazin-1-yl)ethanone (150 mg) prepared in Preparation Example 1, 2,4,5-trichloropyrimidine (120 mg) and potassium carbonate (120 mg) were dissolved in dimethylformamide (2 ml), and stirred at 80° C. overnight. The dimethylformamide of the mixture was removed under reduced pressure and added with water to form a solid. The solid was filtered to obtain a target compound. Reactants: ClC1=C(OCCCCCCSC=2SCC(N2)=O)C=CC(=C1)OC (2-{[6-(2-chloro-4-methoxyphenoxy)hexyl]thio}-4,5-dihydrothiazol-4-one), C([O-])([O-])=O.[Cs+].[Cs+] (cesium carbonate), C(C)#N (acetonitrile), N1N=CN=C1 (1,2,4-triazole). The solvent is C(Cl)Cl (methylene chloride), O (water). Reaction conditions: time 8 hour. Yields the product ClC1=C(OCCCCCCN2N=CN=C2)C=CC(=C1)OC (1-[6-(2-chloro-4-methoxyphenoxy) hexyl]-1,2,4-triazole). As a reaction SMILES: [Cl:1][C:2]1[CH:21]=[C:20]([O:22][CH3:23])[CH:19]=[CH:18][C:3]=1[O:4][CH2:5][CH2:6][CH2:7][CH2:8][CH2:9][CH2:10]SC1SCC(=O)N=1.C(#N)C.[NH:27]1[CH:31]=[N:30][CH:29]=[N:28]1.C(=O)([O-])[O-].[Cs+].[Cs+]>C(Cl)Cl.O>[Cl:1][C:2]1[CH:21]=[C:20]([O:22][CH3:23])[CH:19]=[CH:18][C:3]=1[O:4][CH2:5][CH2:6][CH2:7][CH2:8][CH2:9][CH2:10][N:27]1[CH:31]=[N:30][CH:29]=[N:28]1 |f:3.4.5|. Procedure: Stir overnight at room temperature, 300 mg. of the iodide prepared in Examples 2 and 3, 3 ml. acetonitrile, 225 mg. 1,2,4-triazole and 274 mg. cesium carbonate in a reaction flask. Work up the reaction mixture in methylene chloride with a water wash and elute on a silica column with methylene chloride and ethylacetate to recover the title compound. The reactants are O=C(N=C=S)c1ccccc1, O=C([O-])[O-], COc1cc(N)ccc1-c1sc(C)nc1C, [K+], [K+], C1CCOC1, O. Yields the product COc1cc(NC(N)=S)ccc1-c1sc(C)nc1C. As a reaction SMILES: [C:17](=[O:18])([c:19]1[cH:20][cH:21][cH:22][cH:23][cH:24]1)[N:25]=[C:26]=[S:27].[C:28](=[O:29])([O-:30])[O-:31].[CH3:1][c:2]1[s:3][c:4](-[c:8]2[c:9]([O:15][CH3:16])[cH:10][c:11]([NH2:14])[cH:12][cH:13]2)[c:5]([CH3:7])[n:6]1.[K+:32].[K+:33].[O:34]1[CH2:35][CH2:36][CH2:37][CH2:38]1.[OH2:39]>>[CH3:1][c:2]1[s:3][c:4](-[c:8]2[c:9]([O:15][CH3:16])[cH:10][c:11]([NH:14][C:26]([NH2:25])=[S:27])[cH:12][cH:13]2)[c:5]([CH3:7])[n:6]1. Reactants: ClC1=C(C=C(C=C1)[C@]1(O)[C@H](O)[C@@H](O)[C@H](O)[C@H](O1)CO)CC1=CC=C(C=C1)O (1-chloro-4-(β-glucopyranos-1-yl)-2-(4-hydroxybenzyl)-benzene), BrC1(CCCC1)C(=O)OC (1-bromo-1-methoxycarbonylcyclopentane), [I-].[K+] (potassium iodide), C([O-])([O-])=O.[K+].[K+] (potassium carbonate). The solvent is CO (methanol), O (water). Yields the product ClC1=C(C=C(C=C1)[C@]1(O)[C@H](O)[C@@H](O)[C@H](O)[C@H](O1)CO)CC1=CC=C(C=C1)OC1(CCCC1)C(=O)OC (1-Chloro-4-(β-glucopyranos-1-yl)-2-[4-(1-methoxycarbonyl-cyclopent-1-yloxy)-benzyl]-benzene). RXN SMILES: [Cl:1][C:2]1[CH:7]=[CH:6][C:5]([C@:8]2([O:17][C@H:16]([CH2:18][OH:19])[C@@H:14]([OH:15])[C@H:12]([OH:13])[C@H:10]2[OH:11])[OH:9])=[CH:4][C:3]=1[CH2:20][C:21]1[CH:26]=[CH:25][C:24]([OH:27])=[CH:23][CH:22]=1.Br[C:29]1([C:34]([O:36][CH3:37])=[O:35])[CH2:33][CH2:32][CH2:31][CH2:30]1.[I-].[K+].C(=O)([O-])[O-].[K+].[K+]>CO.O>[Cl:1][C:2]1[CH:7]=[CH:6][C:5]([C@:8]2([O:17][C@H:16]([CH2:18][OH:19])[C@@H:14]([OH:15])[C@H:12]([OH:13])[C@H:10]2[OH:11])[OH:9])=[CH:4][C:3]=1[CH2:20][C:21]1[CH:22]=[CH:23][C:24]([O:27][C:29]2([C:34]([O:36][CH3:37])=[O:35])[CH2:33][CH2:32][CH2:31][CH2:30]2)=[CH:25][CH:26]=1 |f:2.3,4.5.6|. Procedure details: A mixture of 1-chloro-4-(β-glucopyranos-1-yl)-2-(4-hydroxybenzyl)-benzene (0.46 g), 1-bromo-1-methoxycarbonylcyclopentane (0.87 g), potassium iodide (0.1 g) and potassium carbonate (0.5 g) in methanol (5 mL) is stirred at reflux for 16 h. After cooling to ambient temperature, water is added and the resultant mixture is extracted with ethyl acetate. The combined organic phases are dried (Na2SO4), the solvent is removed and the residue is purified by chromatography on silica gel (dichloromethane/m... The reactants are C(#N)C=1C(=NSC1NC(=O)NCCCC(=O)OC)C1=CC=C(C=C1)[N+](=O)[O-] (Methyl 4-[({[4-cyano-3-(4-nitrophenyl)isothiazol-5-yl]amino}carbonyl)amino]butanoate), S(O)(O)(=O)=O (sulfuric acid). Solvent: ice water. Conditions: temperature 45 celsius, time 30 minute. The product is [N+](=O)([O-])C1=CC=C(C=C1)C1=NSC(=C1C(=O)N)NC(=O)N1C(CCC1)=O (3-(4-Nitro-phenyl)-5-[(2-oxo-pyrrolidine-1-carbonyl)-amino]-isothiazole-4-carboxylic acid amide). Isolated yield 99.0%. Reaction SMILES: [C:1]([C:3]1[C:4]([C:19]2[CH:24]=[CH:23][C:22]([N+:25]([O-:27])=[O:26])=[CH:21][CH:20]=2)=[N:5][S:6][C:7]=1[NH:8][C:9]([NH:11][CH2:12][CH2:13][CH2:14][C:15](OC)=[O:16])=[O:10])#[N:2].S(=O)(=O)(O)[OH:29]>>[N+:25]([C:22]1[CH:21]=[CH:20][C:19]([C:4]2[C:3]([C:1]([NH2:2])=[O:29])=[C:7]([NH:8][C:9]([N:11]3[CH2:12][CH2:13][CH2:14][C:15]3=[O:16])=[O:10])[S:6][N:5]=2)=[CH:24][CH:23]=1)([O-:27])=[O:26]. Procedure: Methyl 4-[({[4-cyano-3-(4-nitrophenyl)isothiazol-5-yl]amino}carbonyl)amino]butanoate (10.0 g) was added portion wise to concentrated sulfuric acid (50.0 mL) at ambient temperature over 20 min. The resulting suspension was heated to 45° C. over 90 min. The reaction mixture was cooled to ambient temperature. The reaction mixture was poured into ice water (600 ml), stirred for 30 min. The solid which formed was collected and washed with water then dried in vacuo to give the titlee compound as off w... Reactants: OCCC=1C=C(C=CC1)CCO (2-[3-(2-Hydroxy-ethyl)-phenyl]-ethanol), COC(C1=CC(=C(C=C1)OC)O)=O (3-hydroxy-4-methoxybenzoic acid methyl ester), methyl ester. Yields the product OCCC=1C=C(C=CC1)CCOC=1C=C(C(=O)O)C=CC1OC (3-{2-[3-(2-Hydroxy-ethyl)-phenyl]-ethoxy}-4-methoxy-benzoic acid). Reaction SMILES: [OH:1][CH2:2][CH2:3][C:4]1[CH:5]=[C:6]([CH2:10][CH2:11][OH:12])[CH:7]=[CH:8][CH:9]=1.C[O:14][C:15](=[O:25])[C:16]1[CH:21]=[CH:20][C:19]([O:22][CH3:23])=[C:18](O)[CH:17]=1>>[OH:1][CH2:2][CH2:3][C:4]1[CH:5]=[C:6]([CH2:10][CH2:11][O:12][C:18]2[CH:17]=[C:16]([CH:21]=[CH:20][C:19]=2[O:22][CH3:23])[C:15]([OH:25])=[O:14])[CH:7]=[CH:8][CH:9]=1. Procedure: 2-[3-(2-Hydroxy-ethyl)-phenyl]-ethanol and 3-hydroxy-4-methoxybenzoic acid methyl ester were coupled in analogy to step 1 of example 1 and the methyl ester was hydrolyzed in analogy to step 2 of example 1 to yield the title compound. Reactants: BrCC1COc2cscc2O1, CC(=O)[O-], CS(C)=O, [K+]. Yields the product CC(=O)OCC1COc2cscc2O1. Reaction SMILES: [Br:1][CH2:2][CH:3]1[CH2:4][O:5][c:6]2[c:7]([cH:9][s:10][cH:11]2)[O:8]1.[CH3:13][C:14]([O-:15])=[O:16].[CH3:17][S:18]([CH3:19])=[O:20].[K+:12]>>[CH2:2]([CH:3]1[CH2:4][O:5][c:6]2[c:7]([cH:9][s:10][cH:11]2)[O:8]1)[O:16][C:14]([CH3:13])=[O:15]. The reactants are C(C)C(/C=C/C=C(\C)/C=1C=C(OCC=2C=C(C(C(=O)OC)=CC2)C(=O)OC)C=CC1)(CC)O (dimethyl 4-[3-((1E,3E)-5-ethyl-5-hydroxy-1-methylhepta-1,3-dienyl)phenoxymethyl]phthalate), [BH4-].[Li+] (lithium borohydride). Yields the product OCC=1C=C(COC=2C=C(C=CC2)/C(=C/C=C/C(CC)(O)CC)/C)C=CC1CO ((4E,6E)-7-[3-(3,4-bis-Hydroxymethylbenzyloxy)phenyl]-3-ethylocta-4,6-dien-3-ol). RXN SMILES: [CH2:1]([C:3]([OH:33])([CH2:31][CH3:32])/[CH:4]=[CH:5]/[CH:6]=[C:7](/[C:9]1[CH:10]=[C:11]([CH:28]=[CH:29][CH:30]=1)[O:12][CH2:13][C:14]1[CH:15]=[C:16]([C:24](OC)=[O:25])[C:17](=[CH:22][CH:23]=1)[C:18](OC)=[O:19])\[CH3:8])[CH3:2].[BH4-].[Li+]>>[OH:25][CH2:24][C:16]1[CH:15]=[C:14]([CH:23]=[CH:22][C:17]=1[CH2:18][OH:19])[CH2:13][O:12][C:11]1[CH:10]=[C:9](/[C:7](/[CH3:8])=[CH:6]/[CH:5]=[CH:4]/[C:3]([CH2:31][CH3:32])([OH:33])[CH2:1][CH3:2])[CH:30]=[CH:29][CH:28]=1 |f:1.2|. Reported procedure: In a manner similar to Example 53(e), by reacting 150 mg (0.34 mmol) of dimethyl 4-[3-((1E,3E)-5-ethyl-5-hydroxy-1-methylhepta-1,3-dienyl)phenoxymethyl]phthalate with 30 mg (1.35 mmol) of lithium borohydride, a colourless oil is obtained (m=56 mg; Y=42%).